From a dataset of the Open Reaction Database (ORD), a public repository of structured organic reaction records. describe an organic reaction: reactants, conditions, products, and yield Reactants: C1C(CCC=2OC3=C(C21)C=CC=C3)N (tetrahydro-dibenzofuran-2-ylamine), C(C)(=O)OC(C)=O (acetic anhydride). The solvent is N1=CC=CC=C1 (pyridine). The product is C1=C(C=CC=2OC3=C(C21)CCCC3)NC(C)=O (N-(6,7,8,9-Tetrahydro-dibenzofuran-2-yl)-acetamide). The yield is 48.8%. RXN SMILES: [CH2:1]1[C:9]2[C:8]3[CH:10]=[CH:11][CH:12]=[CH:13][C:7]=3[O:6][C:5]=2[CH2:4][CH2:3][CH:2]1[NH2:14].[C:15](OC(=O)C)(=[O:17])[CH3:16]>N1C=CC=CC=1>[CH:1]1[C:9]2[C:8]3[CH2:10][CH2:11][CH2:12][CH2:13][C:7]=3[O:6][C:5]=2[CH:4]=[CH:3][C:2]=1[NH:14][C:15](=[O:17])[CH3:16]. Procedure: Following the procedure of Example 1, tetrahydro-dibenzofuran-2-ylamine (0.94 g, 5.0 mmol) and acetic anhydride (0.52 mL, 5.5 mmol) in pyridine (14 mL) provided N-(6,7,8,9-Tetrahydro-dibenzofuran-2-yl)-acetamide (0.56 g). Mp 195.5-197.5° C.; MS m/z 230 ([M+H]+); Anal. Calcd. for C15H17NO2: C, 73.34; H, 6.59; N, 6.11; Found: C, 73.45; H, 6.54; N, 6.06. Reagents/catalysts: C=1C=CC(=CC1)[P](C=2C=CC=CC2)(C=3C=CC=CC3)[Pd]([P](C=4C=CC=CC4)(C=5C=CC=CC5)C=6C=CC=CC6)([P](C=7C=CC=CC7)(C=8C=CC=CC8)C=9C=CC=CC9)[P](C=1C=CC=CC1)(C=1C=CC=CC1)C=1C=CC=CC1 (tetrakis(triphenylphosphine)palladium). RXN SMILES: Br[C:2]1[CH:7]=[CH:6][C:5]([OH:8])=[CH:4][CH:3]=1.[F:9][C:10]1[C:15]([F:16])=[CH:14][CH:13]=[CH:12][C:11]=1B(O)O.C(COC)OC.C(=O)([O-])[O-].[Cs+].[Cs+]>C1C=CC([P]([Pd]([P](C2C=CC=CC=2)(C2C=CC=CC=2)C2C=CC=CC=2)([P](C2C=CC=CC=2)(C2C=CC=CC=2)C2C=CC=CC=2)[P](C2C=CC=CC=2)(C2C=CC=CC=2)C2C=CC=CC=2)(C2C=CC=CC=2)C2C=CC=CC=2)=CC=1.O>[F:9][C:10]1[C:15]([F:16])=[CH:14][CH:13]=[CH:12][C:11]=1[C:2]1[CH:7]=[CH:6][C:5]([OH:8])=[CH:4][CH:3]=1 |f:3.4.5,^1:35,37,56,75|. Solvent: O (water), O (water). Yield: 74.9%. Reactants: BrC1=CC=C(C=C1)O (4-bromphenol), FC1=C(C=CC=C1F)B(O)O (2,3-difluorophenylboronic acid), C(OC)COC (dimethoxyethane), C([O-])([O-])=O.[Cs+].[Cs+] (cesium carbonate). Procedure: First, 34.6 g of 4-bromphenol, 37.9 g of 2,3-difluorophenylboronic acid, 380 ml of dimethoxyethane, 380 ml of water, 97.8 g of cesium carbonate, and 7 g of tetrakis(triphenylphosphine)palladium were placed in a 1 L flask. The mixture was stirred under reflux for 20 hours. The reaction mixture was poured into water and an organic layer was extracted with ether. The ether layer was washed with water and dried over anhydrous sodium sulfate. Thereafter, the solvent was distilled away. The residue wa... Yields the product FC1=C(C=CC=C1F)C1=CC=C(C=C1)O (2,3-difluoro-4'-hydroxybiphenyl).